Dataset: the Open Reaction Database (ORD), a public repository of structured organic reaction records. Task: describe an organic reaction: reactants, conditions, products, and yield Starting materials: ClC=1C=2C=C3C(=NC2N=CC1C#N)C=C(C(=C3)OC)OCCCl (4-chloro-8-(2-chloroethoxy)-7-methoxybenzo[b][1,8]naphthyridine-3-carbonitrile), ClC1=C(N)C=C(C(=C1)Cl)OC (2,4-dichloro-5-methoxyaniline). Solvent: C(C)OCCO (2-ethoxyethanol). Product: ClCCOC=1C(=CC=2C(=NC=3N=CC(=C(C3C2)NC2=C(C=C(C(=C2)OC)Cl)Cl)C#N)C1)OC (8-(2-chloroethoxy)-4-(2,4-dichloro-5-methoxyanilino)-7-methoxybenzo[b][1,8]naphthyridine-3-carbonitrile). Isolated yield 41.2%. RXN SMILES: Cl[C:2]1[C:3]2[CH:4]=[C:5]3[CH:17]=[C:16]([O:18][CH3:19])[C:15]([O:20][CH2:21][CH2:22][Cl:23])=[CH:14][C:6]3=[N:7][C:8]=2[N:9]=[CH:10][C:11]=1[C:12]#[N:13].[Cl:24][C:25]1[CH:31]=[C:30]([Cl:32])[C:29]([O:33][CH3:34])=[CH:28][C:26]=1[NH2:27]>C(OCCO)C>[Cl:23][CH2:22][CH2:21][O:20][C:15]1[C:16]([O:18][CH3:19])=[CH:17][C:5]2[C:6]([CH:14]=1)=[N:7][C:8]1[N:9]=[CH:10][C:11]([C:12]#[N:13])=[C:2]([NH:27][C:26]3[CH:28]=[C:29]([O:33][CH3:34])[C:30]([Cl:32])=[CH:31][C:25]=3[Cl:24])[C:3]=1[CH:4]=2. Reported procedure: A mixture of 4-chloro-8-(2-chloroethoxy)-7-methoxybenzo[b][1,8]naphthyridine-3-carbonitrile (500 mg, 1.43 mmol) and 2,4-dichloro-5-methoxyaniline (460 mg, 2.39 mmol) in 40 mL of 2-ethoxyethanol is heated at reflux for 20 minutes then cooled to room temperature. The solution is partitioned between ethyl acetate and saturated sodium bicarbonate. The organic layer is dried over magnesium sulfate, filtered and concentrated in vacuo. The residue is partitioned between ethyl acetate and an aqueous sol... Starting materials: N#CCCCCCCBr, CC(C)(C)[Si](C)(C)OC(CCC1CCC(=O)N1)Cc1ccc(F)cc1, [H-], [Na+], CN(C)C=O, O. Yields the product CC(C)(C)[Si](C)(C)OC(CCC1CCC(=O)N1CCCCCCC#N)Cc1ccc(F)cc1. RXN SMILES: [Br:28][CH2:29][CH2:30][CH2:31][CH2:32][CH2:33][CH2:34][C:35]#[N:36].[C:1]([CH3:2])([CH3:3])([CH3:4])[Si:5]([O:6][CH:7]([CH2:8][CH2:9][CH:10]1[CH2:11][CH2:12][C:13](=[O:15])[NH:14]1)[CH2:16][c:17]1[cH:18][cH:19][c:20]([F:23])[cH:21][cH:22]1)([CH3:24])[CH3:25].[H-:27].[Na+:26].[O:38]=[CH:39][N:40]([CH3:41])[CH3:42].[OH2:37]>>[C:1]([CH3:2])([CH3:3])([CH3:4])[Si:5]([O:6][CH:7]([CH2:8][CH2:9][CH:10]1[CH2:11][CH2:12][C:13](=[O:15])[N:14]1[CH2:29][CH2:30][CH2:31][CH2:32][CH2:33][CH2:34][C:35]#[N:36])[CH2:16][c:17]1[cH:18][cH:19][c:20]([F:23])[cH:21][cH:22]1)([CH3:24])[CH3:25].